Dataset: the Open Reaction Database (ORD), a public repository of structured organic reaction records. Task: describe an organic reaction: reactants, conditions, products, and yield Reaction SMILES: [C:1]([CH3:2])([CH3:3])([CH3:4])[O:5][C:6](=[O:7])[N:8]1[CH2:9][CH2:10][N:11]([CH2:14][c:15]2[cH:16][cH:17][c:18]([C:21](=[O:22])[O:23][c:24]3[c:25]4[c:29]([cH:30][cH:31][cH:32]3)[CH2:28][N:27]([CH:33]([CH2:34][CH2:35][C:36](=[O:37])[O:38][CH3:39])[C:40]([NH2:41])=[O:42])[CH2:26]4)[cH:19][cH:20]2)[CH2:12][CH2:13]1.[CH2:49]1[O:50][CH2:51][CH2:52][CH2:53]1.[CH3:43][C:44]([CH3:45])([O-:46])[CH3:47].[K+:48]>>[C:1]([CH3:2])([CH3:3])([CH3:4])[O:5][C:6](=[O:7])[N:8]1[CH2:9][CH2:10][N:11]([CH2:14][c:15]2[cH:16][cH:17][c:18]([C:21](=[O:22])[O:23][c:24]3[c:25]4[c:29]([cH:30][cH:31][cH:32]3)[CH2:28][N:27]([CH:33]3[CH2:34][CH2:35][C:36](=[O:37])[NH:41][C:40]3=[O:42])[CH2:26]4)[cH:19][cH:20]2)[CH2:12][CH2:13]1. The product is CC(C)(C)OC(=O)N1CCN(Cc2ccc(C(=O)Oc3cccc4c3CN(C3CCC(=O)NC3=O)C4)cc2)CC1. Starting materials: COC(=O)CCC(C(N)=O)N1Cc2cccc(OC(=O)c3ccc(CN4CCN(C(=O)OC(C)(C)C)CC4)cc3)c2C1, C1CCOC1, CC(C)(C)[O-], [K+].